This data is from the Open Reaction Database (ORD), a public repository of structured organic reaction records. The task is: describe an organic reaction: reactants, conditions, products, and yield Starting materials: C(=O)([O-])[O-].[K+].[K+] (K2CO3), BrC=1C=CC2=C(C=C(CO2)C(=O)OC)C1 (Methyl 6-bromo-2H-1-benzopyran-3-carboxylate), ClC1=C(C=C(C=C1)C1=NNC=C1)CNC(OC)=O (methyl N-[[2-chloro-5-(1H-pyrazol-3-yl)phenyl]-methyl]carbamate), ClC1=C(C=C(C=C1)C1=NNC=C1)CNC(OC)=O (methyl N-[[2-chloro-5-(1H-pyrazol-3-yl)phenyl]-methyl]carbamate), CN[C@H]1[C@@H](CCCC1)NC (trans-N,N′-dimethylcyclohexane-1,2-diamine). The reagents and catalysts are [Cu]I (Copper (I) iodide). Solvent: CO.C(Cl)(Cl)Cl (MeOH CHCl3), O1CCOCC1 (dioxane). Run at temperature 100 celsius. Product: ClC1=C(C=C(C=C1)C1=NN(C=C1)C=1C=CC2=C(C=C(CO2)C(=O)OC)C1)CNC(=O)OC (methyl 6-[3-[4-chloro-3-[[(methoxycarbonyl)amino]-methyl]phenyl]-1H-pyrazol-1-yl]-2H-1-benzopyran-3-carboxylate). The yield is 16.0%. As a reaction SMILES: [Cl:1][C:2]1[CH:7]=[CH:6][C:5]([C:8]2[CH:12]=[CH:11][NH:10][N:9]=2)=[CH:4][C:3]=1[CH2:13][NH:14][C:15](=[O:18])[O:16][CH3:17].CN[C@@H]1CCCC[C@H]1NC.C([O-])([O-])=O.[K+].[K+].Br[C:36]1[CH:37]=[CH:38][C:39]2[O:44][CH2:43][C:42]([C:45]([O:47][CH3:48])=[O:46])=[CH:41][C:40]=2[CH:49]=1>O1CCOCC1.[Cu]I.CO.C(Cl)(Cl)Cl>[Cl:1][C:2]1[CH:7]=[CH:6][C:5]([C:8]2[CH:12]=[CH:11][N:10]([C:36]3[CH:37]=[CH:38][C:39]4[O:44][CH2:43][C:42]([C:45]([O:47][CH3:48])=[O:46])=[CH:41][C:40]=4[CH:49]=3)[N:9]=2)=[CH:4][C:3]=1[CH2:13][NH:14][C:15]([O:16][CH3:17])=[O:18] |f:2.3.4,8.9|. Reported procedure: To a solution of methyl N-[[2-chloro-5-(1H-pyrazol-3-yl)phenyl]-methyl]carbamate (i.e. the product of Step B) (400 mg, 1.50 mmol) in dioxane (16 mL) was added trans-N,N′-dimethylcyclohexane-1,2-diamine (0.30 mmol, 43 mg) under a nitrogen atmosphere. Copper (I) iodide (57 mg, 0.30 mmol) and K2CO3 (1.24 g, 9.05 mmol) were added to the reaction mixture. Methyl 6-bromo-2H-1-benzopyran-3-carboxylate (607 mg, 2.26 mmol) was added to the reaction mixture last. The reaction mixture was heated at 100° C.... Reactants: [Na+], [Na+], C1CCOC1, COc1cccnc1C(O)c1ccc(NC(=O)C2=Cc3cc(-c4ccc(C)cc4)ccc3OCC2)cc1, O=C(OO)c1cccc(Cl)c1, O=S([O-])([O-])=S. Yields the product COc1ccc[n+]([O-])c1C(O)c1ccc(NC(=O)C2=Cc3cc(-c4ccc(C)cc4)ccc3OCC2)cc1. RXN SMILES: [Na+:54].[Na+:55].[O:56]1[CH2:57][CH2:58][CH2:59][CH2:60]1.[OH:1][CH:2]([c:3]1[cH:4][cH:5][c:6]([NH:9][C:10](=[O:11])[C:12]2=[CH:18][c:17]3[c:16]([cH:22][cH:21][c:20](-[c:23]4[cH:24][cH:25][c:26]([CH3:29])[cH:27][cH:28]4)[cH:19]3)[O:15][CH2:14][CH2:13]2)[cH:7][cH:8]1)[c:30]1[n:31][cH:32][cH:33][cH:34][c:35]1[O:36][CH3:37].[OH:38][O:39][C:40]([c:41]1[cH:42][c:43]([Cl:44])[cH:45][cH:46][cH:47]1)=[O:48].[S:49]([O-:50])([O-:51])(=[O:52])=[S:53]>>[OH:1][CH:2]([c:3]1[cH:4][cH:5][c:6]([NH:9][C:10](=[O:11])[C:12]2=[CH:18][c:17]3[c:16]([cH:22][cH:21][c:20](-[c:23]4[cH:24][cH:25][c:26]([CH3:29])[cH:27][cH:28]4)[cH:19]3)[O:15][CH2:14][CH2:13]2)[cH:7][cH:8]1)[c:30]1[n+:31]([O-:38])[cH:32][cH:33][cH:34][c:35]1[O:36][CH3:37]. The reactants are O=C(O)CCCCCCCCCCBr, CC#N, c1ccc(P(c2ccccc2)c2ccccc2)cc1. The product is [Br-], O=C(O)CCCCCCCCCC[P+](c1ccccc1)(c1ccccc1)c1ccccc1. RXN SMILES: [Br:1][CH2:2][CH2:3][CH2:4][CH2:5][CH2:6][CH2:7][CH2:8][CH2:9][CH2:10][CH2:11][C:12](=[O:13])[OH:14].[CH3:34][C:35]#[N:36].[c:15]1([P:21]([c:22]2[cH:23][cH:24][cH:25][cH:26][cH:27]2)[c:28]2[cH:29][cH:30][cH:31][cH:32][cH:33]2)[cH:16][cH:17][cH:18][cH:19][cH:20]1>>[Br-:1].[CH2:2]([CH2:3][CH2:4][CH2:5][CH2:6][CH2:7][CH2:8][CH2:9][CH2:10][CH2:11][C:12](=[O:13])[OH:14])[P+:21]([c:15]1[cH:16][cH:17][cH:18][cH:19][cH:20]1)([c:22]1[cH:23][cH:24][cH:25][cH:26][cH:27]1)[c:28]1[cH:29][cH:30][cH:31][cH:32][cH:33]1. Starting materials: C(C)(=O)OC=O (Formic acetic anhydride), TEA, C(C1=CC=CC=C1)ONC[C@H](C(=O)O)CC1CCCC1 (2(R)-(benzyloxyamino-methyl)-3-cyclopentyl-propionic acid). The solvent is C1CCOC1 (THF). Reaction conditions: temperature 0 celsius, time 1 hour. Product: C(C1=CC=CC=C1)ON(C=O)C[C@H](C(=O)O)CC1CCCC1 (2(R)-[(N-Benzyloxy-N-formylamino)-methyl]-3-cyclopentyl-propionic Acid). Isolated yield 94.0%. RXN SMILES: [C:1](OC=O)(=[O:3])C.[CH2:7]([O:14][NH:15][CH2:16][C@@H:17]([CH2:21][CH:22]1[CH2:26][CH2:25][CH2:24][CH2:23]1)[C:18]([OH:20])=[O:19])[C:8]1[CH:13]=[CH:12][CH:11]=[CH:10][CH:9]=1>C1COCC1>[CH2:7]([O:14][N:15]([CH2:16][C@@H:17]([CH2:21][CH:22]1[CH2:23][CH2:24][CH2:25][CH2:26]1)[C:18]([OH:20])=[O:19])[CH:1]=[O:3])[C:8]1[CH:13]=[CH:12][CH:11]=[CH:10][CH:9]=1. Reported procedure: Formic acetic anhydride (27.78 g, 0.32 mol) followed by TEA (52.7 mL, 0.38 mol) were added to a cooled (0° C.) solution of 2(R)-(benzyloxyamino-methyl)-3-cyclopentyl-propionic acid in THF (180 mL). The reaction mixture was stirred for 1 hour at 0° C. and then at room temperature for 1 hour before the solvent was removed in vacuo. The residue was purified by column chromatography (SiO2, 25-100% EtOAc in hexanes) to give the title compound as a colourless oil (36.10 g, 94%).